Task: describe an organic reaction: reactants, conditions, products, and yield. Dataset: the Open Reaction Database (ORD), a public repository of structured organic reaction records Starting materials: three, ice water, FC1=CC=C(C=C1)C1=CC=C(C=C1)[N+](=O)[O-] (4-fluoro-4'-nitrobiphenyl), N(CCO)CCO (diethanolamine), C([O-])([O-])=O.[K+].[K+] (potassium carbonate). Run in CS(=O)C (dimethyl sulfoxide). Reaction conditions: temperature 95 celsius. The product is OCCN(CCO)C1=CC=C(C=C1)C1=CC=C(C=C1)[N+](=O)[O-] (4-[N,N-Bis(2-hydroxyethyl)amino]-4'-nitrobiphenyl). RXN SMILES: F[C:2]1[CH:7]=[CH:6][C:5]([C:8]2[CH:13]=[CH:12][C:11]([N+:14]([O-:16])=[O:15])=[CH:10][CH:9]=2)=[CH:4][CH:3]=1.[NH:17]([CH2:21][CH2:22][OH:23])[CH2:18][CH2:19][OH:20].C(=O)([O-])[O-].[K+].[K+]>CS(C)=O>[OH:20][CH2:19][CH2:18][N:17]([C:2]1[CH:7]=[CH:6][C:5]([C:8]2[CH:13]=[CH:12][C:11]([N+:14]([O-:16])=[O:15])=[CH:10][CH:9]=2)=[CH:4][CH:3]=1)[CH2:21][CH2:22][OH:23] |f:2.3.4|. Procedure: A one liter three necked flask fitted with a mechanical stirrer, condenser and thermometer is charged with 21.7 g of 4-fluoro-4'-nitrobiphenyl, 31.0 g of diethanolamine, 13.8 g of potassium carbonate, 1.0 g of Aliquot 336, and 500 ml of dimethyl sulfoxide. The reaction mixture is heated at 95° C. for a period of three days, cooled, and poured into 4 litersof ice water. The crude solid product is filtered, washed with water, and dried.